This data is from the Open Reaction Database (ORD), a public repository of structured organic reaction records. The task is: describe an organic reaction: reactants, conditions, products, and yield The reactants are FC(C1=C(CN2CCC(CC2)C=O)C=CC(=C1)C(F)(F)F)(F)F (1-[2,4-bis(trifluoromethyl)benzyl]piperidine-4-carbaldehyde), O[C@@H]1[C@@H](CCCC1)NC1=NC(SC1)=O (4-[(cis-2-hydroxycyclohexyl)amino]thiazol-2(5H)-one), C(C)(=O)[O-].[NH2+]1CCCCC1 (piperidinium acetate). Solvent: CC(C)O (2-propanol). Reaction conditions: temperature 80 celsius, time 8 hour. The product is FC(C1=C(CN2CCC(CC2)\C=C/2\C(=NC(S2)=O)N[C@H]2[C@H](CCCC2)O)C=CC(=C1)C(F)(F)F)(F)F ((5Z)-5-({1-[2,4-bis(trifluoromethyl)benzyl]piperidin-4-yl}methylidene)-4-[(cis-2-hydroxycyclohexyl)amino]-1,3-thiazol-2(5H)-one). The yield is 18.4%. As a reaction SMILES: [F:1][C:2]([F:23])([F:22])[C:3]1[CH:17]=[C:16]([C:18]([F:21])([F:20])[F:19])[CH:15]=[CH:14][C:4]=1[CH2:5][N:6]1[CH2:11][CH2:10][CH:9]([CH:12]=O)[CH2:8][CH2:7]1.[OH:24][C@H:25]1[CH2:30][CH2:29][CH2:28][CH2:27][C@H:26]1[NH:31][C:32]1[CH2:36][S:35][C:34](=[O:37])[N:33]=1.C([O-])(=O)C.[NH2+]1CCCCC1>CC(O)C>[F:1][C:2]([F:22])([F:23])[C:3]1[CH:17]=[C:16]([C:18]([F:20])([F:21])[F:19])[CH:15]=[CH:14][C:4]=1[CH2:5][N:6]1[CH2:7][CH2:8][CH:9](/[CH:12]=[C:36]2/[C:32]([NH:31][C@@H:26]3[CH2:27][CH2:28][CH2:29][CH2:30][C@@H:25]3[OH:24])=[N:33][C:34](=[O:37])[S:35]/2)[CH2:10][CH2:11]1 |f:2.3|. Procedure: To a solution of 1-[2,4-bis(trifluoromethyl)benzyl]piperidine-4-carbaldehyde (528 mg) in 2-propanol (10 mL) were added 4-[(cis-2-hydroxycyclohexyl)amino]thiazol-2(5H)-one (500 mg) and piperidinium acetate (230 mg). The reaction mixture was stirred at 80° C. overnight, and the solvent was evaporated under reduced pressure. The residue was purified by silica gel column chromatography (ethyl acetate/hexane) and silica gel column chromatography (NH, ethyl acetate/hexane) to give the title compound (... Starting materials: CCCN, CO, COC(=O)C1CSC(Cn2cncn2)(c2ccc(Cl)cc2Cl)N1. Yields the product CCCNC(=O)C1CSC(Cn2cncn2)(c2ccc(Cl)cc2Cl)N1. Reaction SMILES: [CH2:24]([CH2:25][CH3:26])[NH2:27].[CH3:28][OH:29].[Cl:1][c:2]1[c:3]([C:9]2([CH2:18][n:19]3[n:20][cH:21][n:22][cH:23]3)[S:10][CH2:11][CH:12]([C:14]([O:16][CH3:15])=[O:17])[NH:13]2)[cH:4][cH:5][c:6]([Cl:8])[cH:7]1>>[Cl:1][c:2]1[c:3]([C:9]2([CH2:18][n:19]3[n:20][cH:21][n:22][cH:23]3)[S:10][CH2:11][CH:12]([C:14](=[O:16])[NH:27][CH2:24][CH2:25][CH3:26])[NH:13]2)[cH:4][cH:5][c:6]([Cl:8])[cH:7]1. Starting materials: [H][H] (hydrogen), C(C1=CC=CC=C1)OC[C@@H]1COCC(N1C)=O ((R)-5-benzyloxymethyl-4-methyl-morpholin-3-one). The reagents and catalysts are [Pd] (Pd/C). Run in CO (MeOH), CO (MeOH). Yields the product OC[C@@H]1COCC(N1C)=O ((R)-5-Hydroxymethyl-4-methyl-morpholin-3-one). Yield: 96.1%. As a reaction SMILES: C([O:8][CH2:9][C@H:10]1[N:15]([CH3:16])[C:14](=[O:17])[CH2:13][O:12][CH2:11]1)C1C=CC=CC=1.[H][H]>CO.[Pd]>[OH:8][CH2:9][C@H:10]1[N:15]([CH3:16])[C:14](=[O:17])[CH2:13][O:12][CH2:11]1. Procedure details: Prepare a slurry containing 10% Pd/C (137 mg) in MeOH (50 mL). Add a solution of (R)-5-benzyloxymethyl-4-methyl-morpholin-3-one (1.3 g, 5.5 mmol) in MeOH (100 mL). Pressurize with hydrogen gas (50 psi) and stir for 2 h. Filter the reaction through Celite® and elute with MeOH. Concentrate the filtrate to give 767 mg (96%) of the title compound. MS/ES m/z 146.1 [M+H]+. The reactants are C(C)OC(=O)C=1SC(=C2C1CCC(C2)(C)C)SC (5,5-dimethyl-3-methylsulfanyl-4,5,6,7-tetrahydro-benzo[c]thiophene-1-carboxylic acid ethyl ester), O[Li].O (LiOH.H2O). Yields the product CC1(CC=2C(=C(SC2SC)C(=O)O)CC1)C (5,5-dimethyl-3-methylsulfanyl-4,5,6,7-tetrahydro-benzo[c]thiophene-1-carboxylic acid). Isolated yield 132.3%. Procedure details: A solution of 5,5-dimethyl-3-methylsulfanyl-4,5,6,7-tetrahydro-benzo[c]thiophene-1-carboxylic acid ethyl ester (458 mg, 1.61 mmol) and LiOH.H2O (696 mg, 16.6 mmol) in ethanol (5 mL), THF (3 mL) and water (0.6 mL) is stirred at rt overnight. The mixture is diluted with aq. KHSO4 and extracted with DCM. The organic extract is dried over Na2SO4, filtered and the solvent is removed in vacuo to give 5,5-dimethyl-3-methylsulfanyl-4,5,6,7-tetrahydro-benzo[c]thiophene-1-carboxylic acid (546 mg) as a bei... As a reaction SMILES: C([O:3][C:4]([C:6]1[S:7][C:8]([S:17][CH3:18])=[C:9]2[CH2:14][C:13]([CH3:16])([CH3:15])[CH2:12][CH2:11][C:10]=12)=[O:5])C.O[Li].O>C(O)C.C1COCC1.O.OS([O-])(=O)=O.[K+]>[CH3:15][C:13]1([CH3:16])[CH2:12][CH2:11][C:10]2=[C:6]([C:4]([OH:5])=[O:3])[S:7][C:8]([S:17][CH3:18])=[C:9]2[CH2:14]1 |f:1.2,6.7|. The solvent is C(C)O (ethanol), C1CCOC1 (THF), O (water), OS(=O)(=O)[O-].[K+] (KHSO4). The reactants are OC1=C(N=CC2=CC(=CC=C12)OC1=CC=CC=C1)C(=O)NCCCC(=O)O (4-[(4-hydroxy-7-phenoxy-isoquinoline-3-carbonyl)-amino]-butyric acid), S(O)(O)(=O)=O (sulfuric acid), CO (MeOH). The product is COC(CCCNC(=O)C=1N=CC2=CC(=CC=C2C1O)OC1=CC=CC=C1)=O (4-[(4-Hydroxy-7-phenoxy-isoquinoline-3-carbonyl)-amino]-butyric acid methyl ester). RXN SMILES: [OH:1][C:2]1[C:11]2[C:6](=[CH:7][C:8]([O:12][C:13]3[CH:18]=[CH:17][CH:16]=[CH:15][CH:14]=3)=[CH:9][CH:10]=2)[CH:5]=[N:4][C:3]=1[C:19]([NH:21][CH2:22][CH2:23][CH2:24][C:25]([OH:27])=[O:26])=[O:20].S(=O)(=O)(O)O.[CH3:33]O>>[CH3:33][O:26][C:25](=[O:27])[CH2:24][CH2:23][CH2:22][NH:21][C:19]([C:3]1[N:4]=[CH:5][C:6]2[C:11]([C:2]=1[OH:1])=[CH:10][CH:9]=[C:8]([O:12][C:13]1[CH:14]=[CH:15][CH:16]=[CH:17][CH:18]=1)[CH:7]=2)=[O:20]. Procedure details: To a solution of 4-[(4-hydroxy-7-phenoxy-isoquinoline-3-carbonyl)-amino]-butyric acid (1.32 g, 3.6 mmol) in MeOH (7.2 mL) was added 10% sulfuric acid. The reaction mixture was stirred at reflux for 20 hours. After cooled to rt, the solvent was concentrated in vacuo as a oil and purified by silica gel chromatography over silica gel, eluting with 15-75% EtOAc/hexanes to give product (900 mg) as a colorless oil: MS (m/z) 381.0 (M+1)+.